This data is from the Open Reaction Database (ORD), a public repository of structured organic reaction records. The task is: describe an organic reaction: reactants, conditions, products, and yield Yields the product Cn1ccc2c(-n3cc(C(=O)NC(=N)N)c4cccnc43)ncnc21. As a reaction SMILES: [CH3:1][OH:2].[Cl:31][CH2:32][Cl:33].[Cl:9][C:10](=[O:11])[c:12]1[cH:13][n:14](-[c:21]2[c:22]3[c:23]([n:24][cH:25][n:26]2)[n:27]([CH3:30])[cH:28][cH:29]3)[c:15]2[n:16][cH:17][cH:18][cH:19][c:20]12.[ClH:4].[NH2:5][C:6](=[NH:7])[NH2:8].[Na:3]>>[NH:5]=[C:6]([NH:7][C:10](=[O:11])[c:12]1[cH:13][n:14](-[c:21]2[c:22]3[c:23]([n:24][cH:25][n:26]2)[n:27]([CH3:30])[cH:28][cH:29]3)[c:15]2[n:16][cH:17][cH:18][cH:19][c:20]12)[NH2:8]. Reactants: CO, ClCCl, Cn1ccc2c(-n3cc(C(=O)Cl)c4cccnc43)ncnc21, Cl, N=C(N)N, [Na]. Starting materials: CCCN1CCN(c2ccc(N)c(OCC)c2)CC1, C[O-], CC(C)O, CCOc1ccc(-c2nc3ccccn3c2-c2ccnc(Cl)n2)cc1C(=O)Nc1c(F)cccc1F, [Na+], Cc1ccc(S(=O)(=O)O)cc1. The product is CCCN1CCN(c2ccc(Nc3nccc(-c4c(-c5ccc(OCC)c(C(=O)Nc6c(F)cccc6F)c5)nc5ccccn45)n3)c(OCC)c2)CC1. As a reaction SMILES: [CH2:37]([CH3:38])[O:39][c:40]1[c:41]([NH2:42])[cH:43][cH:44][c:45]([N:47]2[CH2:48][CH2:49][N:50]([CH2:53][CH2:54][CH3:55])[CH2:51][CH2:52]2)[cH:46]1.[CH3:67][O-:68].[CH:70]([OH:71])([CH3:72])[CH3:73].[Cl:1][c:2]1[n:3][cH:4][cH:5][c:6](-[c:8]2[c:9](-[c:17]3[cH:18][cH:19][c:20]([O:34][CH2:35][CH3:36])[c:21]([C:22](=[O:23])[NH:24][c:25]4[c:26]([F:32])[cH:27][cH:28][cH:29][c:30]4[F:31])[cH:33]3)[n:10][c:11]3[n:12]2[cH:13][cH:14][cH:15][cH:16]3)[n:7]1.[Na+:69].[c:56]1([CH3:57])[cH:58][cH:59][c:60]([S:61]([OH:62])(=[O:63])=[O:64])[cH:65][cH:66]1>>[c:2]1([NH:42][c:41]2[c:40]([O:39][CH2:37][CH3:38])[cH:46][c:45]([N:47]3[CH2:48][CH2:49][N:50]([CH2:53][CH2:54][CH3:55])[CH2:51][CH2:52]3)[cH:44][cH:43]2)[n:3][cH:4][cH:5][c:6](-[c:8]2[c:9](-[c:17]3[cH:18][cH:19][c:20]([O:34][CH2:35][CH3:36])[c:21]([C:22](=[O:23])[NH:24][c:25]4[c:26]([F:32])[cH:27][cH:28][cH:29][c:30]4[F:31])[cH:33]3)[n:10][c:11]3[n:12]2[cH:13][cH:14][cH:15][cH:16]3)[n:7]1. Reactants: CC(NC(=O)OC(C)(C)C)C(=O)NC1(C(=O)O)CC2(CC2)C2C(C(=O)O)C21, CCO, Cl, [Na+], [OH-], O. The product is CC(N)C(=O)NC1(C(=O)O)CC2(CC2)C2C(C(=O)O)C21, O, O. RXN SMILES: [C:2]([CH3:5])([O:6][C:3](=[O:4])[NH:9][CH:10]([C:11](=[O:12])[NH:13][C:14]1([C:25](=[O:26])[OH:27])[CH:15]2[CH:16]([C:22](=[O:23])[OH:24])[CH:17]2[C:18]2([CH2:19]1)[CH2:20][CH2:21]2)[CH3:28])([CH3:7])[CH3:8].[CH3:32][CH2:33][OH:34].[ClH:29].[Na+:31].[OH-:30].[OH2:1]>>[NH2:9][CH:10]([C:11](=[O:12])[NH:13][C:14]1([C:25](=[O:26])[OH:27])[CH:15]2[CH:16]([C:22](=[O:23])[OH:24])[CH:17]2[C:18]2([CH2:19]1)[CH2:20][CH2:21]2)[CH3:28].[OH2:1].[OH2:6]. Reactants: [Al+3], O=C(O)CCCc1ccc(Br)cc1F, [Cl-], [Cl-], [Cl-], O=C(Cl)C(=O)Cl, ClCCl, CN(C)C=O. Product: O=C1CCCc2c(F)cc(Br)cc21. RXN SMILES: [Al+3:27].[Br:1][c:2]1[cH:3][c:4]([F:14])[c:5]([CH2:8][CH2:9][CH2:10][C:11](=[O:12])[OH:13])[cH:6][cH:7]1.[Cl-:26].[Cl-:28].[Cl-:29].[Cl:20][C:21]([C:22]([Cl:23])=[O:24])=[O:25].[Cl:30][CH2:31][Cl:32].[O:15]=[CH:16][N:17]([CH3:18])[CH3:19]>>[Br:1][c:2]1[cH:3][c:4]([F:14])[c:5]2[c:6]([cH:7]1)[C:11](=[O:13])[CH2:10][CH2:9][CH2:8]2. Starting materials: C(C)NC(=O)NC1=CC=C(C=C1)C=1N=C(C2=C(N1)CNCC2)N2CCOCC2 (1-ethyl-3-(4-(4-morpholino-5,6,7,8-tetrahydropyrido[3,4-d]pyrimidin-2-yl)phenyl)urea), C(C)(=O)Cl (acetyl chloride). Yields the product C(C)(=O)N1CC=2N=C(N=C(C2CC1)N1CCOCC1)C1=CC=C(C=C1)NC(=O)NCC (1-(4-(7-acetyl-4-morpholino-5,6,7,8-tetrahydropyrido[3,4-d]pyrimidin-2-yl)phenyl)-3-ethylurea). As a reaction SMILES: [CH2:1]([NH:3][C:4]([NH:6][C:7]1[CH:12]=[CH:11][C:10]([C:13]2[N:14]=[C:15]([N:23]3[CH2:28][CH2:27][O:26][CH2:25][CH2:24]3)[C:16]3[CH2:22][CH2:21][NH:20][CH2:19][C:17]=3[N:18]=2)=[CH:9][CH:8]=1)=[O:5])[CH3:2].[C:29](Cl)(=[O:31])[CH3:30]>>[C:29]([N:20]1[CH2:21][CH2:22][C:16]2[C:15]([N:23]3[CH2:24][CH2:25][O:26][CH2:27][CH2:28]3)=[N:14][C:13]([C:10]3[CH:9]=[CH:8][C:7]([NH:6][C:4]([NH:3][CH2:1][CH3:2])=[O:5])=[CH:12][CH:11]=3)=[N:18][C:17]=2[CH2:19]1)(=[O:31])[CH3:30]. Procedure details: Method as example 18 using 1-ethyl-3-(4-(4-morpholino-5,6,7,8-tetrahydropyrido[3,4-d]pyrimidin-2-yl)phenyl)urea (example 82) and acetyl chloride as starting materials. The reactants are [OH-].[Na+] (sodium hydroxide), COC(=O)[C@H]1N(C(C2=CC=CC=C2C1)=O)C ((3S)-3-Methoxycabonyl-2-methyl-1-oxo-1,2,3,4-tetrahydroisoquinoline), Cl (HCl). Run in CO (methanol). Run at temperature 0 celsius, time 1 hour. Product: CN1C(C2=CC=CC=C2C[C@H]1C(=O)O)=O ((3S)-2-methyl-1-oxo-1,2,3,4-tetrahydroisoquinoline-3-carboxylic acid). Yield: 34.0%. As a reaction SMILES: C[O:2][C:3]([C@@H:5]1[CH2:14][C:13]2[C:8](=[CH:9][CH:10]=[CH:11][CH:12]=2)[C:7](=[O:15])[N:6]1[CH3:16])=[O:4].[OH-].[Na+].Cl>CO>[CH3:16][N:6]1[C@H:5]([C:3]([OH:4])=[O:2])[CH2:14][C:13]2[C:8](=[CH:9][CH:10]=[CH:11][CH:12]=2)[C:7]1=[O:15] |f:1.2|. Procedure details: (3S)-3-Methoxycabonyl-2-methyl-1-oxo-1,2,3,4-tetrahydroisoquinoline (1.1 g) is dissolved in methanol (10 ml), and an aqueous 1N-sodium hydroxide solution (6 ml) is added thereto. The solution is stirred at 0° C. for one hour. The mixture is acidified with 10% HCl, and extracted with ethyl acetate. The extract is distilled to remove ethyl acetate, whereby (3S)-2-methyl-1-oxo-1,2,3,4-tetrahydroisoquinoline-3-carboxylic acid (350 mg) is obtained as crystals. Reactants: ClC=1N=C(C2=C(N1)C=C(S2)I)N2CCOCC2 (2-Chloro-6-iodo-4-morpholinothieno[3,2-d]pyrimidine), C(C)OC(=O)C=1C=NC=C(C1)B1OC(C)(C)C(C)(C)O1 (3-ethoxycarbonylpyridine-5-boronic acid pinacol ester). Reagents/catalysts: Cl[Pd]([P](C1=CC=CC=C1)(C2=CC=CC=C2)C3=CC=CC=C3)([P](C4=CC=CC=C4)(C5=CC=CC=C5)C6=CC=CC=C6)Cl (bis(triphenylphosphine)palladium(II) dichloride). Run in C(=O)([O-])[O-].[Na+].[Na+] (Na2CO3), C(C)#N (acetonitrile). The product is ClC=1N=C(C2=C(N1)C=C(S2)C=2C=C(C=NC2)C(=O)OCC)N2CCOCC2 (ethyl 5-(2-chloro-4-morpholinothieno[3,2-d]pyrimidin-6-yl)pyridine-3-carboxylate). The yield is 75.0%. As a reaction SMILES: [Cl:1][C:2]1[N:3]=[C:4]([N:12]2[CH2:17][CH2:16][O:15][CH2:14][CH2:13]2)[C:5]2[S:10][C:9](I)=[CH:8][C:6]=2[N:7]=1.[CH2:18]([O:20][C:21]([C:23]1[CH:24]=[N:25][CH:26]=[C:27](B2OC(C)(C)C(C)(C)O2)[CH:28]=1)=[O:22])[CH3:19]>C([O-])([O-])=O.[Na+].[Na+].C(#N)C.Cl[Pd](Cl)([P](C1C=CC=CC=1)(C1C=CC=CC=1)C1C=CC=CC=1)[P](C1C=CC=CC=1)(C1C=CC=CC=1)C1C=CC=CC=1>[Cl:1][C:2]1[N:3]=[C:4]([N:12]2[CH2:17][CH2:16][O:15][CH2:14][CH2:13]2)[C:5]2[S:10][C:9]([C:27]3[CH:28]=[C:23]([C:21]([O:20][CH2:18][CH3:19])=[O:22])[CH:24]=[N:25][CH:26]=3)=[CH:8][C:6]=2[N:7]=1 |f:2.3.4,^1:49,68|. Procedure details: 2-Chloro-6-iodo-4-morpholinothieno[3,2-d]pyrimidine 19, 200 mg of 3-ethoxycarbonylpyridine-5-boronic acid pinacol ester (250 mg) and 23 mg of bis(triphenylphosphine)palladium(II) dichloride in 1.5 mL of 1M Na2CO3 aqueous solution and 1.5 mL of acetonitrile was heated to 100° C. in a sealed microwave reactor for 10 min. The reaction mixture was evaporated. The crude product was purified by flash chromatography eluting with 10˜100% EtOAc/hexane to yield ethyl 5-(2-chloro-4-morpholinothieno[3,2-d]p...